This data is from the Open Reaction Database (ORD), a public repository of structured organic reaction records. The task is: describe an organic reaction: reactants, conditions, products, and yield The reactants are C1(=CC=CC=C1)P(=O)(C1=CC=CC=C1)OC=1[C@@H]([C@H]2N(C1C(=O)OCC1=CC=C(C=C1)[N+](=O)[O-])C([C@@H]2[C@@H](C)O)=O)C (4-nitrobenzyl (1R,5R,6S)-2-(diphenylphosphoryloxy)-6-[(1R)-1-hydroxyethyl]-1-methyl-1-carbapen-2-em-3-carboxylate), S[C@H]1C[C@H](N(C1)C(=O)OCC1=CC=C(C=C1)[N+](=O)[O-])C(=O)N1CCN(CC1)C(N(C(=O)OCC1=CC=C(C=C1)[N+](=O)[O-])C)=N ((2S,4S)-4-mercapto-2-[4-(methyl-4-nitrobenzyloxycarbonylamidino)piperazin-1-ylcarbonyl]-1-(4-nitrobenzyloxycarbonyl)pyrrolidine). Product: O[C@H](C)[C@@H]1[C@@H]2N(C(=C([C@@H]2C)S[C@H]2C[C@H](NC2)C(=O)N2CCN(CC2)C(NC)=N)C(=O)O)C1=O ((1R,5S,6S)-6-[(1R)-1-Hydroxyethyl]-1-methyl-2-((2S,4S) -2-[4-(methylamidino)piperazin-1-ylcarbonyl]pyrrolidin-4-ylthio]-1-carbapen-2-em-3-carboxylic acid). Reaction SMILES: C1(P(O[C:16]2[C@H:17]([CH3:40])[C@@H:18]3[C@@H:35]([C@H:36]([OH:38])[CH3:37])[C:34](=[O:39])[N:19]3[C:20]=2[C:21]([O:23]CC2C=CC([N+]([O-])=O)=CC=2)=[O:22])(C2C=CC=CC=2)=O)C=CC=CC=1.[SH:41][C@@H:42]1[CH2:46][N:45](C(OCC2C=CC([N+]([O-])=O)=CC=2)=O)[C@H:44]([C:60]([N:62]2[CH2:67][CH2:66][N:65]([C:68](=[NH:84])[N:69](C)[C:70](OCC3C=CC([N+]([O-])=O)=CC=3)=O)[CH2:64][CH2:63]2)=[O:61])[CH2:43]1>>[OH:38][C@@H:36]([C@H:35]1[C:34](=[O:39])[N:19]2[C:20]([C:21]([OH:23])=[O:22])=[C:16]([S:41][C@@H:42]3[CH2:46][NH:45][C@H:44]([C:60]([N:62]4[CH2:67][CH2:66][N:65]([C:68](=[NH:84])[NH:69][CH3:70])[CH2:64][CH2:63]4)=[O:61])[CH2:43]3)[C@H:17]([CH3:40])[C@H:18]12)[CH3:37]. Reported procedure: A procedure similar to that described in Example 101 was repeated, but using 4-nitrobenzyl (1R,5R,6S)-2-(diphenylphosphoryloxy)-6-[(1R)-1-hydroxyethyl]-1-methyl-1-carbapen-2-em-3-carboxylate (prepared as described in Preparation 123) and (2S,4S)-4-mercapto-2-[4-(methyl-4-nitrobenzyloxycarbonylamidino)piperazin-1-ylcarbonyl]-1-(4-nitrobenzyloxycarbonyl)pyrrolidine (prepared as described in Preparation 104 as starting materials, in relative proportions similar to those used in that Example, to obt... Reactants: O=C(O)CBr, ClCCl, COc1cc(Nc2nc3ccccc3nc2NS(=O)(=O)c2cccc(N)c2)cc(OC)c1. Product: COc1cc(Nc2nc3ccccc3nc2NS(=O)(=O)c2cccc(NC(=O)CBr)c2)cc(OC)c1. As a reaction SMILES: [Br:1][CH2:2][C:3](=[O:4])[OH:5].[Cl:38][CH2:39][Cl:40].[NH2:6][c:7]1[cH:8][c:9]([S:13](=[O:14])(=[O:15])[NH:16][c:17]2[n:18][c:19]3[cH:20][cH:21][cH:22][cH:23][c:24]3[n:25][c:26]2[NH:27][c:28]2[cH:29][c:30]([O:36][CH3:37])[cH:31][c:32]([O:34][CH3:35])[cH:33]2)[cH:10][cH:11][cH:12]1>>[Br:1][CH2:2][C:3](=[O:5])[NH:6][c:7]1[cH:8][c:9]([S:13](=[O:14])(=[O:15])[NH:16][c:17]2[n:18][c:19]3[cH:20][cH:21][cH:22][cH:23][c:24]3[n:25][c:26]2[NH:27][c:28]2[cH:29][c:30]([O:36][CH3:37])[cH:31][c:32]([O:34][CH3:35])[cH:33]2)[cH:10][cH:11][cH:12]1. Starting materials: N1(CCCCC1)C1=NC=NC2=CC=CC=C12 (4-piperidinoquinazoline), mixture, O (water), ClS(=O)(=O)O (chlorosulfonic acid). Run in P(Cl)(Cl)(Cl)(Cl)Cl (phosphorus pentachloride). Run at temperature 150 celsius. Product: N1(CCCCC1)C1=NC=NC2=CC=C(C=C12)S(=O)(=O)Cl (4-piperidino-6-quinazolinesulfonyl chloride). RXN SMILES: [N:1]1([C:7]2[C:16]3[C:11](=[CH:12][CH:13]=[CH:14][CH:15]=3)[N:10]=[CH:9][N:8]=2)[CH2:6][CH2:5][CH2:4][CH2:3][CH2:2]1.O.[Cl:18][S:19](O)(=[O:21])=[O:20]>P(Cl)(Cl)(Cl)(Cl)Cl>[N:1]1([C:7]2[C:16]3[C:11](=[CH:12][CH:13]=[C:14]([S:19]([Cl:18])(=[O:21])=[O:20])[CH:15]=3)[N:10]=[CH:9][N:8]=2)[CH2:6][CH2:5][CH2:4][CH2:3][CH2:2]1. Procedure details: In a mixture of 18.1 ml of chlorosulfonic acid and 5.4 g of phosphorus pentachloride was gradually added 8.6 g of 4-piperidinoquinazoline, and the mixture was heated at 150° C. for 20 hours. The reaction solution was poured into 200 g of a mixture of ice and water and extracted with chloroform. The chloroform layer was washed with water, then with a saturated sodium bicarbonate solution, and dried with Glauber's salt. The chloroform layer thus obtained was condensed under reduced pressure to giv... Reactants: COC=1C=C2CC(CC(C2=CC1)=O)CCC (6-(Methyloxy)-3-propyl-3,4-dihydro-1(2H)-naphthalenone), BrBr (bromine), C1CCC2=NCCCN2CC1 (DBU). Run in CC#N (CH3CN). Yields the product BrC1=C(C2=CC=C(C=C2C=C1CCC)OC)O (2-Bromo-6-(methyloxy)-3-propyl-1-naphthalenol). As a reaction SMILES: [CH3:1][O:2][C:3]1[CH:4]=[C:5]2[C:10](=[CH:11][CH:12]=1)[C:9](=[O:13])[CH2:8][CH:7]([CH2:14][CH2:15][CH3:16])[CH2:6]2.[Br:17]Br.C1CCN2C(=NCCC2)CC1>CC#N>[Br:17][C:8]1[C:7]([CH2:14][CH2:15][CH3:16])=[CH:6][C:5]2[C:10](=[CH:11][CH:12]=[C:3]([O:2][CH3:1])[CH:4]=2)[C:9]=1[OH:13]. Reported procedure: Treatment of 6-(methyloxy)-3-propyl-3,4-dihydro-1(2H)-naphthalenone (93) (0.50 g, 2.29 mmol) with bromine followed by DBU in CH3CN gave 0.62 g of compound 94 as an off-white solid. 1H NMR (400 MHz, CDCl3): δ 1.01 (t, J=7.4 Hz, 3H), 1.65-1.75 (m, 2H), 2.79 (t, J=7.7 Hz, 2H), 3.90 (s, 3H), 6.06 (s, 1H), 7.00 (d, J=2.4 Hz, 1H), 7.08 (dd, J1=9.1 Hz, J2=2.4 Hz, 1H), 7.17 (s, 1H), 8.07 (d, J=9.1 Hz, 1H). LCMS (ESI): m/z 295 (M+H)+, m/z 293 (M−H)−.